From a dataset of the Open Reaction Database (ORD), a public repository of structured organic reaction records. describe an organic reaction: reactants, conditions, products, and yield RXN SMILES: [Br:1][C:2]1[C:3]([CH:13]([CH3:15])[CH3:14])=[C:4]([CH:6]=[C:7]([CH:10]([CH3:12])[CH3:11])[C:8]=1[OH:9])[OH:5].[Cl:16][CH2:17]OC>C(=S)=S>[Br:1][C:2]1[C:8]([OH:9])=[C:7]([CH:10]([CH3:11])[CH3:12])[C:6]([CH2:17][Cl:16])=[C:4]([C:3]=1[CH:13]([CH3:15])[CH3:14])[OH:5]. Procedure: Two hundred seventy-three parts of 3-bromo-2,5-diisopropylhydroquinone is allowed to react with 130 parts of chloromethylmethyl ether and 80 parts of stannic chloride in 400 parts of carbon disulfide under general conditions set forth in "Organic Reactions", Vol. 1, p. 68 and 69. The reaction mixture is poured on ice, and the organic layer is separated and dried over anhydrous calcium sulfate. The solvent is allowed to evaporate and the residue is crystallized to give a pure sample of the title ... The reactants are ClCOC (chloromethylmethyl ether), stannic chloride, BrC=1C(=C(O)C=C(C1O)C(C)C)C(C)C (3-bromo-2,5-diisopropylhydroquinone). Run in C(=S)=S (carbon disulfide). Product: BrC=1C(=C(C(=C(O)C1C(C)C)CCl)C(C)C)O (5-Bromo-2-chloromethyl-3,6-diisopropylhydroquinone). Reaction SMILES: Br[C:2]1[CH:3]=[C:4]([Cl:11])[CH:5]=[C:6]2[C:10]=1[NH:9][N:8]=[CH:7]2.[H-].[Na+].[H][H].C([Li])(C)(C)C.[C:21](=[O:23])=[O:22]>O1CCCC1>[Cl:11][C:4]1[CH:5]=[C:6]2[C:10](=[C:2]([C:21]([OH:23])=[O:22])[CH:3]=1)[NH:9][N:8]=[CH:7]2 |f:1.2|. Reaction conditions: time 20 minute. Yields the product ClC=1C=C2C=NNC2=C(C1)C(=O)O (5-Chloro-1H-indazole-7-carboxylic acid). Solvent: O1CCCC1 (tetrahydrofuran). Procedure details: To a suspension of 7-bromo-5-chloro-1H-indazole (23.7 g, 102 mmol) in tetrahydrofuran (400 mL) at 0° C. was added sodium hydride (2.70 g, 113 mmol) in portions to control the release of hydrogen. The ice bath was removed and the reaction was stirred at room temperature for 20 min. The reaction was then cooled to −78° C. and treated with tert-butyllithium (1.7 M, 126 mL, 215 mmol) dropwise over 20 min. The reaction was allowed to gradually warm to −40° C. in the icebath over 1 h. The reaction was... Reactants: C(C)(C)(C)[Li] (tert-butyllithium), BrC=1C=C(C=C2C=NNC12)Cl (7-bromo-5-chloro-1H-indazole), [H-].[Na+] (sodium hydride), [H][H] (hydrogen), C(=O)=O (dry ice). The reactants are C(C1=CC=CC=C1)N1CC(C(C1)(C)C(=O)OCC)=O (1-benzyl-4-ethoxycarbonyl-4-methyl-3-pyrrolidone). The solvent is Cl (hydrochloric acid). Yields the product C(C1=CC=CC=C1)N1CC(C(C1)C)=O (1-benzyl-4-methyl-3-pyrrolidone). Isolated yield 91.0%. Reaction SMILES: [CH2:1]([N:8]1[CH2:12][C:11](C(OCC)=O)([CH3:13])[C:10](=[O:19])[CH2:9]1)[C:2]1[CH:7]=[CH:6][CH:5]=[CH:4][CH:3]=1>Cl>[CH2:1]([N:8]1[CH2:12][CH:11]([CH3:13])[C:10](=[O:19])[CH2:9]1)[C:2]1[CH:3]=[CH:4][CH:5]=[CH:6][CH:7]=1. Procedure details: A mixture of 48.0 g (0.184 mole) of 1-benzyl-4-ethoxycarbonyl-4-methyl-3-pyrrolidone [prepared as described in Step (3) above] and 80 ml of concentrated hydrochloric acid was heated under reflux for 24 hours. The reaction mixture was then filtered, and the filtrate was concentrated by evaporation under reduced pressure. The residue was diluted with water and made alkaline by adding a 50% w/v aqueous solution of sodium hydroxide to pH 10, after which it was extracted with diethyl ether. The dieth... Reactants: BrCN1C(C=2C(C1=O)=CC=CC2)=O (N-(bromomethyl)phthalimide), CN(C1(CCC(CC1)=O)C1=CC=CC=C1)C (4-(dimethylamino)-4-phenylcyclohexanone). The solvent is C1CCOC1 (THF), C1CCOC1 (THF). Conditions: temperature -78 celsius, time 30 minute. Yields the product CN(C1(CCC(C(C1)CN1C(C2=CC=CC=C2C1=O)=O)=O)C1=CC=CC=C1)C (2-(5-Dimethylamino-2-oxo-5-phenylcyclohexylmethyl)isoindoline-1,3-dione), residue. Reaction SMILES: [CH3:1][N:2]([CH3:16])[C:3]1([C:10]2[CH:15]=[CH:14][CH:13]=[CH:12][CH:11]=2)[CH2:8][CH2:7][C:6](=[O:9])[CH2:5][CH2:4]1.Br[CH2:18][N:19]1[C:23](=[O:24])[C:22]2=[CH:25][CH:26]=[CH:27][CH:28]=[C:21]2[C:20]1=[O:29]>C1COCC1>[CH3:1][N:2]([CH3:16])[C:3]1([C:10]2[CH:11]=[CH:12][CH:13]=[CH:14][CH:15]=2)[CH2:8][CH:7]([CH2:18][N:19]2[C:23](=[O:24])[C:22]3[C:21](=[CH:28][CH:27]=[CH:26][CH:25]=3)[C:20]2=[O:29])[C:6](=[O:9])[CH2:5][CH2:4]1. Reported procedure: Lithium diisopropylamide solution (1.8M in hexane, 6 ml, 10 mmol) was provided in absolute tetrahydrofuran (10 ml). The solution was cooled to −78° C. After this temperature was reached, 4-(dimethylamino)-4-phenylcyclohexanone (1.1 g, 5 mmol), dissolved in dry THF (5 ml), was added in drops within 1 min. The batch was left for 30 min at −78° C. Then, N-(bromomethyl)phthalimide (3.6 ml, 15 mmol), dissolved in dry THF (20 ml), was added in drops within 1 min. The reaction mixture was stirred for 1...